This data is from the Open Reaction Database (ORD), a public repository of structured organic reaction records. The task is: describe an organic reaction: reactants, conditions, products, and yield The reactants are COC1=CC=C(C=C1)SCCNC(C=C)=O (N-(2-(4-Methoxyphenylthio)ethyl)acrylamide), C=O (paraformaldehyde), C1(=CC=C(C=C1)S(=O)(=O)O)C (p-toluenesulfonic acid). Solvent: C1=CC=CC=C1 (benzene). Run at temperature 80 celsius, time 16 hour. The product is COC=1C=CC2=C(CN(CCS2)C(C=C)=O)C1 (1-(7-Methoxy-2,3-dihydrobenzo[f][1,4]thiazepin-4(5H)-yl)prop-2-en-1-one). RXN SMILES: [CH3:1][O:2][C:3]1[CH:8]=[CH:7][C:6]([S:9][CH2:10][CH2:11][NH:12][C:13](=[O:16])[CH:14]=[CH2:15])=[CH:5][CH:4]=1.C=O.[C:19]1(C)C=CC(S(O)(=O)=O)=CC=1>C1C=CC=CC=1>[CH3:1][O:2][C:3]1[CH:8]=[CH:7][C:6]2[S:9][CH2:10][CH2:11][N:12]([C:13](=[O:16])[CH:14]=[CH2:15])[CH2:19][C:5]=2[CH:4]=1. Procedure: A mixture of compound 32 (280 mg), paraformaldehyde (600 mg), p-toluenesulfonic acid (140 mg) in benzene (7.0 mL) was stirred at 80° C. for 16 h. The reaction mixture was filtered and washed with sat. NaHCO3 solution (2×3 mL). The solvents were removed by evaporation under reduced pressure to give product 33 as an oil. Yield: 253 mg, 86%. The reactants are CCCCCCCC=CC#N, CCCCC=CC=CCCCCCCCO, CCCCCC, CC(=O)OC(C)=O, c1ccncc1. Yields the product CCCCC=CC=CCCCCCCCO, CC(=O)O. Reaction SMILES: [C:1](#[N:2])[CH:3]=[CH:4][CH2:5][CH2:6][CH2:7][CH2:8][CH2:9][CH2:10][CH3:11].[CH2:12]([CH2:13][CH2:14][CH2:15][CH2:16][CH2:17][CH2:18][CH:19]=[CH:20][CH:21]=[CH:22][CH2:23][CH2:24][CH2:25][CH3:26])[OH:27].[CH3:28][CH2:29][CH2:30][CH2:31][CH2:32][CH3:33].[CH3:34][C:35](=[O:36])[O:37][C:38](=[O:39])[CH3:40].[cH:41]1[cH:42][cH:43][n:44][cH:45][cH:46]1>>[CH2:12]([CH2:13][CH2:14][CH2:15][CH2:16][CH2:17][CH2:18][CH:19]=[CH:20][CH:21]=[CH:22][CH2:23][CH2:24][CH2:25][CH3:26])[OH:27].[CH3:34][C:35](=[O:36])[OH:37]. Reactants: Oc1ccccc1Br, CC(=O)[O-], CC(=O)[O-], ClCCl, [Cu+2], OB(O)c1ccccc1, c1ccncc1. Yields the product Brc1ccccc1Oc1ccccc1. As a reaction SMILES: [Br:10][c:11]1[c:12]([OH:17])[cH:13][cH:14][cH:15][cH:16]1.[C:27]([O-:28])(=[O:29])[CH3:30].[C:32]([O-:33])(=[O:34])[CH3:35].[Cl:24][CH2:25][Cl:26].[Cu+2:31].[OH:1][B:2]([OH:3])[c:4]1[cH:5][cH:6][cH:7][cH:8][cH:9]1.[cH:18]1[cH:19][cH:20][n:21][cH:22][cH:23]1>>[c:4]1([O:17][c:12]2[c:11]([Br:10])[cH:16][cH:15][cH:14][cH:13]2)[cH:5][cH:6][cH:7][cH:8][cH:9]1.